From a dataset of the Open Reaction Database (ORD), a public repository of structured organic reaction records. describe an organic reaction: reactants, conditions, products, and yield Starting materials: CN(C)C=O, CCN(C(C)C)C(C)C, O=C(O)Cc1ccc(C(F)(F)F)cc1, COc1ccc2c(=O)n(C(C)C(N)=O)ccc2c1N. Product: COc1ccc2c(=O)n(C(C)C(N)=O)ccc2c1NC(=O)Cc1ccc(C(F)(F)F)cc1. RXN SMILES: [CH3:43][N:44]([CH3:45])[CH:46]=[O:47].[CH:34]([N:35]([CH2:36][CH3:37])[CH:38]([CH3:39])[CH3:40])([CH3:41])[CH3:42].[F:20][C:21]([c:22]1[cH:23][cH:24][c:25]([CH2:28][C:29](=[O:30])[OH:31])[cH:26][cH:27]1)([F:32])[F:33].[NH2:1][c:2]1[c:3]2[cH:4][cH:5][n:6]([CH:15]([C:16](=[O:17])[NH2:18])[CH3:19])[c:7](=[O:14])[c:8]2[cH:9][cH:10][c:11]1[O:12][CH3:13]>>[NH:1]([c:2]1[c:3]2[cH:4][cH:5][n:6]([CH:15]([C:16](=[O:17])[NH2:18])[CH3:19])[c:7](=[O:14])[c:8]2[cH:9][cH:10][c:11]1[O:12][CH3:13])[C:29]([CH2:28][c:25]1[cH:24][cH:23][c:22]([C:21]([F:20])([F:32])[F:33])[cH:27][cH:26]1)=[O:30].